Dataset: the Open Reaction Database (ORD), a public repository of structured organic reaction records. Task: describe an organic reaction: reactants, conditions, products, and yield Reactants: BrC1=CC(=CC2=C1N=C(N2)C=2C(NC=CC2NC[C@@H](O)C2=CC(=CC=C2)Cl)=O)C=O ((S)-7-Bromo-2-{4-[2-(3-chloro-phenyl)-2-hydroxy-ethylamino]-2-oxo-1,2-dihydro-pyridin-3-yl}-3H-benzimidazole-5-carbaldehyde), N1CCOCC1 (morpholine), [BH3-]C#N.[Na+] (NaCNBH3). The solvent is CO (methanol). Reaction conditions: time 1 hour. Product: BrC1=CC(=CC=2NC(=NC21)C=2C(NC=CC2NC[C@@H](O)C2=CC(=CC=C2)Cl)=O)CN2CCOCC2 ((S)-3-(4-Bromo-6-morpholin-4-ylmethyl-1H-benzimidazol-2-yl)-4-[2-(3-chloro-phenyl)-2-hydroxy-ethylamino]-1H-pyridin-2-one). Yield: 45.0%. RXN SMILES: [Br:1][C:2]1[C:7]2[N:8]=[C:9]([C:11]3[C:12](=[O:28])[NH:13][CH:14]=[CH:15][C:16]=3[NH:17][CH2:18][C@H:19]([C:21]3[CH:26]=[CH:25][CH:24]=[C:23]([Cl:27])[CH:22]=3)[OH:20])[NH:10][C:6]=2[CH:5]=[C:4]([CH:29]=O)[CH:3]=1.[NH:31]1[CH2:36][CH2:35][O:34][CH2:33][CH2:32]1.[BH3-]C#N.[Na+]>CO>[Br:1][C:2]1[C:7]2[N:8]=[C:9]([C:11]3[C:12](=[O:28])[NH:13][CH:14]=[CH:15][C:16]=3[NH:17][CH2:18][C@H:19]([C:21]3[CH:26]=[CH:25][CH:24]=[C:23]([Cl:27])[CH:22]=3)[OH:20])[NH:10][C:6]=2[CH:5]=[C:4]([CH2:29][N:31]2[CH2:36][CH2:35][O:34][CH2:33][CH2:32]2)[CH:3]=1 |f:2.3|. Procedure: To a solution of (S)-7-Bromo-2-{4-[2-(3-chloro-phenyl)-2-hydroxy-ethylamino]-2-oxo-1,2-dihydro-pyridin-3-yl}-3H-benzimidazole-5-carbaldehyde (130 mg, 0.27 mmol) in methanol (60 mL) was added morpholine (0.2 mL, excess). The reaction mixture was stirred 1 h at room temperature. Then NaCNBH3 (1M THF solution, 1.35 mL, 1.35 mmol) was added. The reaction mixture was stirred at room temperature overnight and concentrated in vacuo. The residue was purified by prep. HPLC to yield the title compound (68... Reactants: C(C1=CC=CC=C1)N([C@H](C(=O)OCC1=CC=CC=C1)CC(=O)OC(C)(C)C)CC(=C)CCl (1-benzyl 4-tert-butyl (2S)-2-{benzyl[2-(chloromethyl)prop-2-en-1-yl]amino}succinate), [Na+].[I-] (NaI). Solvent: CC(=O)C (acetone). Reaction conditions: time 8 hour. Yields the product C(C1=CC=CC=C1)N([C@H](C(=O)OCC1=CC=CC=C1)CC(=O)OC(C)(C)C)CC(=C)CI (1-benzyl 4-tert-butyl (2S)-2-{benzyl[2-(iodomethyl)prop-2-en-1-yl]amino}succinate). Isolated yield 88.1%. As a reaction SMILES: [CH2:1]([N:8]([CH2:28][C:29]([CH2:31]Cl)=[CH2:30])[C@@H:9]([CH2:20][C:21]([O:23][C:24]([CH3:27])([CH3:26])[CH3:25])=[O:22])[C:10]([O:12][CH2:13][C:14]1[CH:19]=[CH:18][CH:17]=[CH:16][CH:15]=1)=[O:11])[C:2]1[CH:7]=[CH:6][CH:5]=[CH:4][CH:3]=1.[Na+].[I-:34]>CC(C)=O>[CH2:1]([N:8]([CH2:28][C:29]([CH2:31][I:34])=[CH2:30])[C@@H:9]([CH2:20][C:21]([O:23][C:24]([CH3:27])([CH3:26])[CH3:25])=[O:22])[C:10]([O:12][CH2:13][C:14]1[CH:19]=[CH:18][CH:17]=[CH:16][CH:15]=1)=[O:11])[C:2]1[CH:7]=[CH:6][CH:5]=[CH:4][CH:3]=1 |f:1.2|. Procedure: A mixture of 1-benzyl 4-tert-butyl (2S)-2-{benzyl[2-(chloromethyl)prop-2-en-1-yl]amino}succinate from step 1b (8.7 g) and NaI (8.0 g) in acetone (100 mL) was stirred at RT overnight. The solid was filtered off and the filtrate concentrated. The residue was treated with methylene chloride and filtered through a pad of silica gel to give 1-benzyl 4-tert-butyl (2S)-2-{benzyl[2-(iodomethyl)prop-2-en-1-yl]amino}succinate (9.2 g). MS (ESI): 550.2 (M+H+).